From a dataset of the Open Reaction Database (ORD), a public repository of structured organic reaction records. describe an organic reaction: reactants, conditions, products, and yield Reactants: CCN=C=NCCCN(C)C, CCN(C(C)C)C(C)C, CC(C)(C)OC(=O)N1CCC(CCCN2CCCC2)(c2cccc(Cl)c2)CC1, Cc1cccc(Cl)c1S(=O)(=O)N(CCOCC(=O)O)C1CC1, ClCCl, O=C(O)C(F)(F)F, On1nnc2ccccc21. Product: Cc1cccc(Cl)c1S(=O)(=O)N(CCOCC(=O)N1CCC(CCCN2CCCC2)(c2cccc(Cl)c2)CC1)C1CC1. As a reaction SMILES: [CH3:58][CH2:59][N:60]=[C:61]=[N:62][CH2:63][CH2:64][CH2:65][N:66]([CH3:67])[CH3:68].[CH:79]([N:80]([CH2:81][CH3:82])[CH:83]([CH3:84])[CH3:85])([CH3:86])[CH3:87].[Cl:1][c:2]1[cH:3][c:4]([C:8]2([CH2:21][CH2:22][CH2:23][N:24]3[CH2:25][CH2:26][CH2:27][CH2:28]3)[CH2:9][CH2:10][N:11]([C:14](=[O:15])[O:16][C:17]([CH3:18])([CH3:19])[CH3:20])[CH2:12][CH2:13]2)[cH:5][cH:6][cH:7]1.[Cl:36][c:37]1[c:38]([S:44](=[O:45])(=[O:46])[N:47]([CH:48]2[CH2:49][CH2:50]2)[CH2:51][CH2:52][O:53][CH2:54][C:55]([OH:56])=[O:57])[c:39]([CH3:43])[cH:40][cH:41][cH:42]1.[Cl:88][CH2:89][Cl:90].[F:29][C:30]([F:31])([F:32])[C:33]([OH:34])=[O:35].[OH:69][n:70]1[c:71]2[c:72]([cH:73][cH:74][cH:75][cH:76]2)[n:77][n:78]1>>[Cl:1][c:2]1[cH:3][c:4]([C:8]2([CH2:21][CH2:22][CH2:23][N:24]3[CH2:25][CH2:26][CH2:27][CH2:28]3)[CH2:9][CH2:10][N:11]([C:14](=[O:15])[CH2:54][O:53][CH2:52][CH2:51][N:47]([S:44]([c:38]3[c:37]([Cl:36])[cH:42][cH:41][cH:40][c:39]3[CH3:43])(=[O:45])=[O:46])[CH:48]3[CH2:49][CH2:50]3)[CH2:12][CH2:13]2)[cH:5][cH:6][cH:7]1. The reactants are CCCC(=O)C1=C(O)CC(C2CCOCC2)CC1=O, CO, NOCCC#Cc1ccc(F)cc1. Product: CCCC(=NOCCC#Cc1ccc(F)cc1)C1=C(O)CC(C2CCOCC2)CC1=O. As a reaction SMILES: [C:14]([CH2:15][CH2:16][CH3:17])(=[O:18])[C:19]1=[C:24]([OH:25])[CH2:23][CH:22]([CH:26]2[CH2:27][CH2:28][O:29][CH2:30][CH2:31]2)[CH2:21][C:20]1=[O:32].[CH3:33][OH:34].[F:1][c:2]1[cH:3][cH:4][c:5]([C:8]#[C:9][CH2:10][CH2:11][O:12][NH2:13])[cH:6][cH:7]1>>[F:1][c:2]1[cH:3][cH:4][c:5]([C:8]#[C:9][CH2:10][CH2:11][O:12][N:13]=[C:14]([CH2:15][CH2:16][CH3:17])[C:19]2=[C:24]([OH:25])[CH2:23][CH:22]([CH:26]3[CH2:27][CH2:28][O:29][CH2:30][CH2:31]3)[CH2:21][C:20]2=[O:32])[cH:6][cH:7]1. Starting materials: O=C(CBr)OCc1ccccc1, O=C([O-])[O-], Nc1ccc(OCc2ccccc2)cc1, CC(=O)[O-], CN(C)C=O, Cl, [K+], [K+], [Na+]. Yields the product O=C(CNc1ccc(OCc2ccccc2)cc1)OCc1ccccc1. Reaction SMILES: [Br:17][CH2:18][C:19](=[O:20])[O:21][CH2:22][c:23]1[cH:24][cH:25][cH:26][cH:27][cH:28]1.[C:34](=[O:35])([O-:36])[O-:37].[CH2:2]([c:3]1[cH:4][cH:5][cH:6][cH:7][cH:8]1)[O:9][c:10]1[cH:11][cH:12][c:13]([NH2:14])[cH:15][cH:16]1.[CH3:30][C:31](=[O:32])[O-:33].[CH3:40][N:41]([CH3:42])[CH:43]=[O:44].[ClH:1].[K+:38].[K+:39].[Na+:29]>>[CH2:2]([c:3]1[cH:4][cH:5][cH:6][cH:7][cH:8]1)[O:9][c:10]1[cH:11][cH:12][c:13]([NH:14][CH2:18][C:19](=[O:20])[O:21][CH2:22][c:23]2[cH:24][cH:25][cH:26][cH:27][cH:28]2)[cH:15][cH:16]1. Starting materials: CN(C)C1CCCCC1 (N,N-dimethyl-cyclohexylamine), C(C(O)C)(=O)O (lactic acid), ClC[Si](CCC)(C)C (chloromethyl-dimethyl-n-propyl-silane). Solvent: C(C)OCC (diethylether). Reaction conditions: temperature 100 celsius. Yields the product C[Si](CCC)(C)COC(C(C)O)=O (2-hydroxypropionic acid (dimethyl-n-propyl-silyl)-methylester). As a reaction SMILES: CN(C1CCCCC1)C.[C:10]([OH:15])(=[O:14])[CH:11]([CH3:13])[OH:12].Cl[CH2:17][Si:18]([CH3:23])([CH3:22])[CH2:19][CH2:20][CH3:21]>C(OCC)C>[CH3:17][Si:18]([CH2:23][O:14][C:10](=[O:15])[CH:11]([OH:12])[CH3:13])([CH3:22])[CH2:19][CH2:20][CH3:21]. Procedure: 12.7 of N,N-dimethyl-cyclohexylamine were dropped into 9.8 g (0.1 mole) of the S-enantiomer of the lactic acid and 30 g of chloromethyl-dimethyl-n-propyl-silane at room temperature with stirring. The reaction mixture was heated to 100° C. for 16 hours. After cooling the reaction mixture to room temperature 50 ml of diethylether were added, the precipitate which deposited was filtered with suction, the filtrate was concentrated under reduced pressure and the remaining residue was distillated unde... Starting materials: CS(=O)(=O)O, CO, Cc1nc(OCC(=O)N(C)C2CCN(Cc3ccccc3)CC2)nc(C)c1N. Product: CS(=O)(=O)O, Cc1nc(OCC(=O)N(C)C2CCN(Cc3ccccc3)CC2)nc(C)c1N. As a reaction SMILES: [CH3:29][S:30]([OH:31])(=[O:32])=[O:33].[CH3:34][OH:35].[NH2:1][c:2]1[c:3]([CH3:28])[n:4][c:5]([O:9][CH2:10][C:11](=[O:12])[N:13]([CH3:14])[CH:15]2[CH2:16][CH2:17][N:18]([CH2:21][c:22]3[cH:23][cH:24][cH:25][cH:26][cH:27]3)[CH2:19][CH2:20]2)[n:6][c:7]1[CH3:8]>>[CH3:29][S:30](=[O:31])(=[O:32])[OH:33].[NH2:1][c:2]1[c:3]([CH3:28])[n:4][c:5]([O:9][CH2:10][C:11](=[O:12])[N:13]([CH3:14])[CH:15]2[CH2:16][CH2:17][N:18]([CH2:21][c:22]3[cH:23][cH:24][cH:25][cH:26][cH:27]3)[CH2:19][CH2:20]2)[n:6][c:7]1[CH3:8]. Starting materials: C1COCCN1, CCO, CC(=O)c1ccccc1[N+](=O)[O-], [Na+], [Na+], O=C([O-])[O-]. Yields the product O=C(CCN1CCOCC1)c1ccccc1[N+](=O)[O-]. Reaction SMILES: [CH2:1]1[CH2:2][O:3][CH2:4][CH2:5][NH:6]1.[CH3:25][CH2:26][OH:27].[N+:7](=[O:8])([O-:9])[c:10]1[c:11]([C:16]([CH3:17])=[O:18])[cH:12][cH:13][cH:14][cH:15]1.[Na+:19].[Na+:20].[O-:21][C:22](=[O:23])[O-:24]>>[CH2:1]1[CH2:2][O:3][CH2:4][CH2:5][N:6]1[CH2:22][CH2:17][C:16]([c:11]1[c:10]([N+:7](=[O:8])[O-:9])[cH:15][cH:14][cH:13][cH:12]1)=[O:18].